From a dataset of the Open Reaction Database (ORD), a public repository of structured organic reaction records. describe an organic reaction: reactants, conditions, products, and yield Reactants: NCC=1C=C(C=CC1OC)CC(C(=O)OCC)OC(C)C (ethyl 3-[3-(aminomethyl)-4-methoxyphenyl]-2-isopropoxypropanoate), ClC1=C(C=CC(=C1)Cl)S(=O)(=O)Cl (2,4-dichlorobenzenesulfonyl chloride), N1=CC=CC=C1 (pyridine). The solvent is ClCCl (dichloromethane). Reaction conditions: time 4 hour. Yields the product ClC1=C(C=CC(=C1)Cl)S(=O)(=O)NCC=1C=C(C=CC1OC)CC(C(=O)O)OC(C)C (3-[3-({[(2,4-Dichlorophenyl)sulfonyl]amino}methyl)-4-methoxyphenyl]-2-isopropoxypropanoic acid). Isolated yield 4.1%. Reaction SMILES: [NH2:1][CH2:2][C:3]1[CH:4]=[C:5]([CH2:11][CH:12]([O:18][CH:19]([CH3:21])[CH3:20])[C:13]([O:15]CC)=[O:14])[CH:6]=[CH:7][C:8]=1[O:9][CH3:10].[Cl:22][C:23]1[CH:28]=[C:27]([Cl:29])[CH:26]=[CH:25][C:24]=1[S:30](Cl)(=[O:32])=[O:31].N1C=CC=CC=1>ClCCl>[Cl:22][C:23]1[CH:28]=[C:27]([Cl:29])[CH:26]=[CH:25][C:24]=1[S:30]([NH:1][CH2:2][C:3]1[CH:4]=[C:5]([CH2:11][CH:12]([O:18][CH:19]([CH3:20])[CH3:21])[C:13]([OH:15])=[O:14])[CH:6]=[CH:7][C:8]=1[O:9][CH3:10])(=[O:32])=[O:31]. Procedure details: To a solution of 33 mg of ethyl 3-[3-(aminomethyl)-4-methoxyphenyl]-2-isopropoxypropanoate and 25 mg of 2,4-dichlorobenzenesulfonyl chloride in 0.8 ml of dichloromethane was added 40 μl of pyridine under ice-cooling, and stirring was continued at room temperature for 4 hours. After removing the solvent, to the residue were added 1.0 ml of ethanol and 0.3 ml of 2N aqueous sodium hydroxide, and the mixture was stirred at room temperature for 2 hours. The reaction solution was diluted with water, a...